The task is: describe an organic reaction: reactants, conditions, products, and yield. This data is from the Open Reaction Database (ORD), a public repository of structured organic reaction records. Starting materials: [Br-], CCOP(=O)(OCC)c1cc(Br)cc2ccc(C=O)nc12, CC(C)C[Mg+], C1CCOC1, Cc1ccccc1. Yields the product CCOP(=O)(OCC)c1cc(Br)cc2ccc(C(O)CC(C)C)nc12. RXN SMILES: [Br-:22].[Br:1][c:2]1[cH:3][c:4]2[cH:5][cH:6][c:7]([CH:20]=[O:21])[n:8][c:9]2[c:10]([P:12]([O:13][CH2:14][CH3:15])([O:16][CH2:17][CH3:18])=[O:19])[cH:11]1.[CH2:23]([CH:24]([CH3:25])[CH3:26])[Mg+:27].[CH2:28]1[O:29][CH2:30][CH2:31][CH2:32]1.[CH3:33][c:34]1[cH:35][cH:36][cH:37][cH:38][cH:39]1>>[Br:1][c:2]1[cH:3][c:4]2[cH:5][cH:6][c:7]([CH:20]([OH:21])[CH2:23][CH:24]([CH3:25])[CH3:26])[n:8][c:9]2[c:10]([P:12]([O:13][CH2:14][CH3:15])([O:16][CH2:17][CH3:18])=[O:19])[cH:11]1. As a reaction SMILES: [Br:1][c:2]1[c:3]([O:11][CH3:12])[cH:4][cH:5][c:6]([N+:8]([O-:9])=[O:10])[cH:7]1.[CH3:13][OH:14].[CH3:21][CH2:22][O:23][C:24]([CH3:25])=[O:26].[Na+:20].[O-:16][C:17]([OH:18])=[O:19].[OH2:15]>>[Br:1][c:2]1[c:3]([O:11][CH3:12])[cH:4][cH:5][c:6]([NH2:8])[cH:7]1. Reactants: COc1ccc([N+](=O)[O-])cc1Br, CO, CCOC(C)=O, [Na+], O=C([O-])O, O. The product is COc1ccc(N)cc1Br. Reactants: CC1=NC2=CC3=C(C=C2C(N1)=O)C(CC3)N(CC#C)C3=CC=C(C(=O)N[C@@H](CCC(=O)O)C(=O)O)C=C3 (N-{p-[N-((6RS)-2-Methyl-4-oxo-3,4,7,8-tetrahydro-6H-cyclopenta-[g]quinazolin-6-yl)-N-(prop-2-ynyl)amino]benzoyl}-L-glutamic acid), CC1=NC2=CC3=C(C=C2C(N1)=O)C(CC3)N(CC#C)C3=CC=C(C(=O)O)C=C3 (p-[N-((6RS)-2-methyl-4-oxo-3,4,7,8-tetrahydro-6H-cyclopenta[g]quinazolin-6-yl)-N-(prop-2-ynyl)amino]benzoic acid), FC1=C(C(=C(C(=C1O)F)F)F)F (pentafluorophenol). Product: CC1=NC2=CC3=C(C=C2C(N1)=O)C(CC3)N(CC#C)C3=CC=C(C(=O)OC1=C(C(=C(C(=C1F)F)F)F)F)C=C3 (pentafluorophenyl p-[N-((6RS)-2-methyl-4-oxo-3,4,7,8-tetrahydro-6H-cyclopenta-[g]quinazolin-6-yl)-N-(prop-2-ynyl)amino]benzoate). Reaction SMILES: [CH3:1][C:2]1[NH:11][C:10](=[O:12])[C:9]2[C:4](=[CH:5][C:6]3[CH2:15][CH2:14][CH:13]([N:16]([C:20]4[CH:37]=[CH:36][C:23]([C:24](N[C@H](C(O)=O)CCC(O)=O)=[O:25])=[CH:22][CH:21]=4)[CH2:17][C:18]#[CH:19])[C:7]=3[CH:8]=2)[N:3]=1.CC1NC(=O)C2C(=CC3CCC(N(C4C=CC(C(O)=O)=CC=4)CC#C)C=3C=2)N=1.[F:66][C:67]1[C:72]([OH:73])=[C:71]([F:74])[C:70]([F:75])=[C:69]([F:76])[C:68]=1[F:77]>>[CH3:1][C:2]1[NH:11][C:10](=[O:12])[C:9]2[C:4](=[CH:5][C:6]3[CH2:15][CH2:14][CH:13]([N:16]([C:20]4[CH:37]=[CH:36][C:23]([C:24]([O:73][C:72]5[C:71]([F:74])=[C:70]([F:75])[C:69]([F:76])=[C:68]([F:77])[C:67]=5[F:66])=[O:25])=[CH:22][CH:21]=4)[CH2:17][C:18]#[CH:19])[C:7]=3[CH:8]=2)[N:3]=1. Reported procedure: Using an analogous procedure to that described in section (3) of Example 5 p-[N-((6RS)-2-methyl-4-oxo-3,4,7,8-tetrahydro-6H-cyclopenta[g]quinazolin-6-yl)-N-(prop-2-ynyl)amino]benzoic acid was reacted with pentafluorophenol to give pentafluorophenyl p-[N-((6RS)-2-methyl-4-oxo-3,4,7,8-tetrahydro-6H-cyclopenta-[g]quinazolin-6-yl)-N-(prop-2-ynyl)amino]benzoate. The reactants are ClC1=NC=C(C=C1C(=O)N[C@@H](C)C1=CC=C(C(=O)OC)C=C1)Cl (Methyl 4-((1S)-1-{[(2,5-dichloropyridin-3-yl)carbonyl]amino}ethyl)benzoate), ClC=1C=C(C=CC1)O (3-chlorophenol). The product is ClC=1C=C(C(=NC1)OC1=CC(=CC=C1)Cl)C(=O)N[C@@H](C)C1=CC=C(C(=O)OC)C=C1 (Methyl 4-[(1S)-1-({[5-chloro-2-(3-chlorophenoxy)pyridin-3-yl]carbonyl}amino)ethyl]benzoate). As a reaction SMILES: Cl[C:2]1[C:7]([C:8]([NH:10][C@H:11]([C:13]2[CH:22]=[CH:21][C:16]([C:17]([O:19][CH3:20])=[O:18])=[CH:15][CH:14]=2)[CH3:12])=[O:9])=[CH:6][C:5]([Cl:23])=[CH:4][N:3]=1.[Cl:24][C:25]1[CH:26]=[C:27]([OH:31])[CH:28]=[CH:29][CH:30]=1>>[Cl:23][C:5]1[CH:6]=[C:7]([C:8]([NH:10][C@H:11]([C:13]2[CH:22]=[CH:21][C:16]([C:17]([O:19][CH3:20])=[O:18])=[CH:15][CH:14]=2)[CH3:12])=[O:9])[C:2]([O:31][C:27]2[CH:28]=[CH:29][CH:30]=[C:25]([Cl:24])[CH:26]=2)=[N:3][CH:4]=1. Reported procedure: The title compound was prepared according to the procedure described in step 2 of Example 48 from methyl 4-((1S)-1-{[(2,5-dichloropyridin-3-yl)carbonyl]amino}ethyl)benzoate (step 1 of Example 48) and 3-chlorophenol: 1H-NMR (CDCl3) δ 8.55 (1H, d, J=2.7 Hz), 8.15 (1H, d, J=2.7 Hz), 8.05–7.97 (3H, m), 7.45–7.37 (3H, m), 7.33–7.28 (1H, m), 7.21–7.18 (1H, m), 7.09–7.03 (1H, m), 5.42–5.31 (1H, m), 3.90 (3H, s), 1.60 (3H, d, J=7.0 Hz); MS (ESI) m/z 445 (M+H)+, 443 (M−H)−. Yields the product C(C)(C)(C)[Si](OC1CCC(CC1)CO)(C)C ([4-(tert-Butyl-dimethyl-silanyloxy)-cyclohexyl]-methanol). The reactants are CC(C)C[Al]CC(C)C (Dibal-H), [Si](C)(C)(C(C)(C)C)Cl (tert-Butyldimethylsilyl chloride), OC1CCC(CC1)C(=O)OCC (ethyl 4-hydroxycyclohexanecarboxylate), N1C=NC=C1 (imidazole). Solvent: C(Cl)Cl (DCM). RXN SMILES: [Si:1](Cl)([C:4]([CH3:7])([CH3:6])[CH3:5])([CH3:3])[CH3:2].[OH:9][CH:10]1[CH2:15][CH2:14][CH:13]([C:16](OCC)=[O:17])[CH2:12][CH2:11]1.N1C=CN=C1.CC(C[Al]CC(C)C)C>C(Cl)Cl>[C:4]([Si:1]([CH3:3])([CH3:2])[O:9][CH:10]1[CH2:15][CH2:14][CH:13]([CH2:16][OH:17])[CH2:12][CH2:11]1)([CH3:7])([CH3:6])[CH3:5] |^1:28|. The yield is 91.7%. Procedure details: tert-Butyldimethylsilyl chloride (8.8 g, 58 mmol) was added to a solution of ethyl 4-hydroxycyclohexanecarboxylate (10 g, 58 mmol) and imidazole (4.3 g, 64 mmol) in DCM (300 ml), and the mixture was stirred overnight at 20° C. After washing with water (2×100 ml), the organic phase was dried (MgSO4) and evaporated to dryness. The residue was dissolved in dry THF (300 ml) and cooled to −10° C. Dibal-H (1.0 M in toluene, 174 ml, 174 mmol) was added dropwise over a period of 60 min, while the temper... Conditions: temperature 20 celsius, time 8 hour. Starting materials: CC1=CC=C(C=C1)S(=O)(=O)OC[C@H]1COC2=C(O1)C(=C(C=C2)[N+](=O)[O-])C=CC=O ({(2R)-7-nitro-8-[3-oxo-1-propenyl]-2,3-dihydro-1,4-benzodioxin-2-yl}methyl 4-methylbenzenesulfonate), O (water). The reagents and catalysts are [Fe] (iron). Solvent: C(C)(=O)O.C(C)O (acetic acid ethanol). Product: CC1=CC=C(C=C1)S(=O)(=O)OCC1COC=2C(=C3C=CC=NC3=CC2)O1 (2,3-Dihydro[1,4]dioxino[2,3-f]quinolin-2-ylmethyl 4-methylbenzenesulfonate). Reaction SMILES: [CH3:1][C:2]1[CH:7]=[CH:6][C:5]([S:8]([O:11][CH2:12][C@@H:13]2[O:18][C:17]3[C:19]([CH:26]=[CH:27][CH:28]=O)=[C:20]([N+:23]([O-])=O)[CH:21]=[CH:22][C:16]=3[O:15][CH2:14]2)(=[O:10])=[O:9])=[CH:4][CH:3]=1.O>C(O)(=O)C.C(O)C.[Fe]>[CH3:1][C:2]1[CH:7]=[CH:6][C:5]([S:8]([O:11][CH2:12][CH:13]2[O:18][C:17]3=[C:19]4[C:20](=[CH:21][CH:22]=[C:16]3[O:15][CH2:14]2)[N:23]=[CH:28][CH:27]=[CH:26]4)(=[O:9])=[O:10])=[CH:4][CH:3]=1 |f:2.3|. Procedure: To a solution of {(2R)-7-nitro-8-[3-oxo-1-propenyl]-2,3-dihydro-1,4-benzodioxin-2-yl}methyl 4-methylbenzenesulfonate (3.50 g, 8.35 mmole) in 200 mL of acetic acid/ethanol (1:1) was added 2.35 g (42.1 mmole) of iron powder and the mixture was heated at reflux under nitrogen for 8 hours. After the reaction was complete, 150 mL of water was added and the mixture filtered through a pad of celite. The filtrate was neutralized with saturated sodium bicarbonate and extracted with ethyl acetate. The ext...